This data is from the Open Reaction Database (ORD), a public repository of structured organic reaction records. The task is: describe an organic reaction: reactants, conditions, products, and yield Reactants: FC1=C(C2=C(N=C(N2)C2=CC(=C(C(=C2)OC)OC)OC)C=C1)CC(=O)O (2-[5-fluoro-2-(3,4,5-trimethoxyphenyl)benzimidazolyl]acetic acid), Cl.CN(CCCN=C=NCC)C (1-(3-dimethylaminopropyl)-3-ethylcarbodiimide HCl), C(C1=CC=CC=C1)N (benzylamine). Solvent: CC(=O)N(C)C (DMA). Run at time 22 hour. Product: FC1=C(C2=C(N=C(N2)C2=CC(=C(C(=C2)OC)OC)OC)C=C1)CC(=O)NCC1=CC=CC=C1 (2-[5-Fluoro-2-(3,4,5-Trimethoxyphenyl) Benzimidazolyl]N-Benzylethanamide). RXN SMILES: [F:1][C:2]1[CH:22]=[CH:21][C:5]2[N:6]=[C:7]([C:9]3[CH:14]=[C:13]([O:15][CH3:16])[C:12]([O:17][CH3:18])=[C:11]([O:19][CH3:20])[CH:10]=3)[NH:8][C:4]=2[C:3]=1[CH2:23][C:24]([OH:26])=O.Cl.CN(C)CCCN=C=NCC.[CH2:39]([NH2:46])[C:40]1[CH:45]=[CH:44][CH:43]=[CH:42][CH:41]=1>CC(N(C)C)=O>[F:1][C:2]1[CH:22]=[CH:21][C:5]2[N:6]=[C:7]([C:9]3[CH:10]=[C:11]([O:19][CH3:20])[C:12]([O:17][CH3:18])=[C:13]([O:15][CH3:16])[CH:14]=3)[NH:8][C:4]=2[C:3]=1[CH2:23][C:24]([NH:46][CH2:39][C:40]1[CH:45]=[CH:44][CH:43]=[CH:42][CH:41]=1)=[O:26] |f:1.2|. Procedure details: A mixture of 2-[5-fluoro-2-(3,4,5-trimethoxyphenyl)benzimidazolyl]acetic acid (1.8 mmole, 650 mg) in DMA (5 ml), 1-(3-dimethylaminopropyl)-3-ethylcarbodiimide HCl (2.7 mmole, 0.52 g) and benzylamine (2.52 mmole, 0.28 ml) is stirred at room temperature for 22 hours. The reaction mixture is added dropwise onto ice (50 g), and the precipitate is filtered off and dried in vacuo (R1=(CH2)x—C(O)—NH—(CH2)y—R5, x=1, R5=phenyl, R2=3,4,5-trimethoxy-phenyl, R3=F, n=1, y=1). Starting materials: C(C)(C)C=1C=CC(=NC1)NS(=O)(=O)C1=CC=C(C=C1)C=C (N-(5-isopropylpyridin-2-yl)-4-vinylbenzenesulfonamide), C(C)(C)(C)N=C(N(C)C)N(C)C (2-(tert-butyl)-1,1,3,3-tetramethylguanidine), BrCC(C)C (1-bromo-2-methylpropane). Run in C(C)#N (acetonitrile). Run at time 1 hour. Yields the product C(C(C)C)N(S(=O)(=O)C1=CC=C(C=C1)C=C)C1=NC=C(C=C1)C(C)C (N-isobutyl-N-(5-isopropylpyridin-2-yl)-4-vinylbenzenesulfonamide). RXN SMILES: [CH:1]([C:4]1[CH:5]=[CH:6][C:7]([NH:10][S:11]([C:14]2[CH:19]=[CH:18][C:17]([CH:20]=[CH2:21])=[CH:16][CH:15]=2)(=[O:13])=[O:12])=[N:8][CH:9]=1)([CH3:3])[CH3:2].[C:22](N=C(N(C)C)N(C)C)([CH3:25])([CH3:24])[CH3:23].BrCC(C)C>C(#N)C>[CH2:23]([N:10]([C:7]1[CH:6]=[CH:5][C:4]([CH:1]([CH3:3])[CH3:2])=[CH:9][N:8]=1)[S:11]([C:14]1[CH:15]=[CH:16][C:17]([CH:20]=[CH2:21])=[CH:18][CH:19]=1)(=[O:12])=[O:13])[CH:22]([CH3:25])[CH3:24]. Procedure: To a solution of N-(5-isopropylpyridin-2-yl)-4-vinylbenzenesulfonamide (507 mg, 1.677 mmol) in acetonitrile (10 mL), was added 2-(tert-butyl)-1,1,3,3-tetramethylguanidine (0.676 mL, 3.35 mmol). The mixture was stirred at room temperature for 1 hour, then 1-bromo-2-methylpropane (0.676 mL, 3.35 mmol) added. The reaction was then heated by microwaves to 150° C., for 30 minutes. After cooling, the solvent was removed under a stream of nitrogen and the crude purified by normal phase chromatography o... The yield is 23.4%. Reported procedure: 21 g (0.3 mol) of 1,2,4-triazole were added to 32.4 g (0.1 mol) of 1-bromo-3,3-dimethyl-1-phthalimido-butan-2-one in 200 ml of acetontrile. The mixture was heated for 24 hours under reflux and was then concentrated in a waterpump vacuum. The residue was taken up in 200 ml of methylene chloride and the solution was washed three times in 100 ml of water at a time, dried over sodium sulphate and concentrated in vacuo by distilling off the solvent. The residue was taken up in 200 ml of acetone, the ... Starting materials: N1N=CN=C1 (1,2,4-triazole), BrC(C(C(C)(C)C)=O)N1C(C=2C(C1=O)=CC=CC2)=O (1-bromo-3,3-dimethyl-1-phthalimido-butan-2-one). RXN SMILES: [NH:1]1[CH:5]=[N:4][CH:3]=[N:2]1.Br[CH:7]([N:14]1[C:18](=[O:19])[C:17]2=[CH:20][CH:21]=[CH:22][CH:23]=[C:16]2[C:15]1=[O:24])[C:8](=[O:13])[C:9]([CH3:12])([CH3:11])[CH3:10]>>[CH3:10][C:9]([CH3:12])([CH3:11])[C:8](=[O:13])[CH:7]([N:14]1[C:18](=[O:19])[C:17]2=[CH:20][CH:21]=[CH:22][CH:23]=[C:16]2[C:15]1=[O:24])[N:4]1[CH:3]=[N:2][N:1]=[CH:5]1. Product: CC(C(C(N1C=NN=C1)N1C(C=2C(C1=O)=CC=CC2)=O)=O)(C)C (3,3-dimethyl-1-phthalimido-1-(1,2,4-triazol-4-yl)-butan-2 -one). Reactants: CC(C)(C)NS(=O)(=O)c1cccc(-c2cccc(-c3nc(-c4ccc(C(F)(F)F)c(F)c4)cc(C(F)(F)F)n3)c2)c1, ClCCl, O=C(O)C(F)(F)F. RXN SMILES: [C:1]([CH3:2])([CH3:3])([CH3:4])[NH:5][S:6](=[O:7])(=[O:8])[c:9]1[cH:10][c:11](-[c:15]2[cH:16][c:17](-[c:21]3[n:22][c:23]([C:38]([F:39])([F:40])[F:41])[cH:24][c:25](-[c:27]4[cH:28][c:29]([F:37])[c:30]([C:33]([F:34])([F:35])[F:36])[cH:31][cH:32]4)[n:26]3)[cH:18][cH:19][cH:20]2)[cH:12][cH:13][cH:14]1.[Cl:49][CH2:50][Cl:51].[F:42][C:43]([F:44])([F:45])[C:46]([OH:47])=[O:48]>>[NH2:5][S:6](=[O:7])(=[O:8])[c:9]1[cH:10][c:11](-[c:15]2[cH:16][c:17](-[c:21]3[n:22][c:23]([C:38]([F:39])([F:40])[F:41])[cH:24][c:25](-[c:27]4[cH:28][c:29]([F:37])[c:30]([C:33]([F:34])([F:35])[F:36])[cH:31][cH:32]4)[n:26]3)[cH:18][cH:19][cH:20]2)[cH:12][cH:13][cH:14]1. Product: NS(=O)(=O)c1cccc(-c2cccc(-c3nc(-c4ccc(C(F)(F)F)c(F)c4)cc(C(F)(F)F)n3)c2)c1. Reactants: ClC1N(C(C2=CC=CC=C12)=O)C1=NC2=NC(=CC=C2C=C1)Cl (3-chloro-2-(7-chloro-1,8-naphthyridin-2-yl)-1-isoindolinone), Cl.CN1CCC(CC1)C(=O)O (1methyl-4-piperidinecarboxylic acid hydrochloride), N12CCCCCC2=NCCC1 (1,8-diazabicyclo[5.4.0]undec-7-ene). The solvent is CN(C=O)C (dimethylformamide). Yields the product CN1CCC(CC1)C(=O)OC1N(C(C2=CC=CC=C12)=O)C1=NC2=NC(=CC=C2C=C1)Cl (2-(7-chloro-1,8-naphthyridin-2-yl)-1-oxo-3-isoindolinyl 1-methyl-4-piperidinecarboxylate). Yield: 42.7%. RXN SMILES: Cl[CH:2]1[C:10]2[C:5](=[CH:6][CH:7]=[CH:8][CH:9]=2)[C:4](=[O:11])[N:3]1[C:12]1[CH:21]=[CH:20][C:19]2[C:14](=[N:15][C:16]([Cl:22])=[CH:17][CH:18]=2)[N:13]=1.Cl.[CH3:24][N:25]1[CH2:30][CH2:29][CH:28]([C:31]([OH:33])=[O:32])[CH2:27][CH2:26]1.N12CCCN=C1CCCCC2>CN(C)C=O>[CH3:24][N:25]1[CH2:30][CH2:29][CH:28]([C:31]([O:33][CH:2]2[C:10]3[C:5](=[CH:6][CH:7]=[CH:8][CH:9]=3)[C:4](=[O:11])[N:3]2[C:12]2[CH:21]=[CH:20][C:19]3[C:14](=[N:15][C:16]([Cl:22])=[CH:17][CH:18]=3)[N:13]=2)=[O:32])[CH2:27][CH2:26]1 |f:1.2|. Reported procedure: Working as in Example 1, but starting with 3-chloro-2-(7-chloro-1,8-naphthyridin-2-yl)-1-isoindolinone (9.9 g) in anhydrous dimethylformamide (100 cc), 1methyl-4-piperidinecarboxylic acid hydrochloride (5.4 g) and 1,8-diazabicyclo[5.4.0]undec-7-ene (10.7g), and after the residue obtained has been recrystallized twice successively in ethanol and then in acetonitrile, 2-(7-chloro-1,8-naphthyridin-2-yl)-1-oxo-3-isoindolinyl 1-methyl-4-piperidinecarboxylate (5.6 g), m.p. 136° C. and then 157° C., is... Solvent: C1(=CC=CC=C1)C (toluene). As a reaction SMILES: [Cl:1][C:2]1[C:7]([C:8]([F:11])([F:10])[F:9])=[CH:6][C:5]([NH:12][C:13](=O)[C:14]2[CH:19]=[CH:18][N:17]=[CH:16][CH:15]=2)=[C:4]([OH:21])[CH:3]=1.O1CCCC1.C1(P(C2C=CC=CC=2)C2C=CC=CC=2)C=CC=CC=1.N(C(OCC)=O)=NC(OCC)=O>C1(C)C=CC=CC=1>[Cl:1][C:2]1[C:7]([C:8]([F:9])([F:10])[F:11])=[CH:6][C:5]2[N:12]=[C:13]([C:14]3[CH:15]=[CH:16][N:17]=[CH:18][CH:19]=3)[O:21][C:4]=2[CH:3]=1. Starting materials: ClC1=CC(=C(C=C1C(F)(F)F)NC(C1=CC=NC=C1)=O)O (N-[4-chloro-2-hydroxy-5-(trifluoromethyl)phenyl]isonicotinamide), O1CCCC1 (tetrahydrofuran), C1(=CC=CC=C1)P(C1=CC=CC=C1)C1=CC=CC=C1 (triphenylphosphine), N(=NC(=O)OCC)C(=O)OCC (diethyl azodicarboxylate). Isolated yield 69.3%. Conditions: time 2 hour. Reported procedure: To a mixture of 1.01 g of N-[4-chloro-2-hydroxy-5-(trifluoromethyl)phenyl]isonicotinamide, 10 ml of tetrahydrofuran and 0.92 g of triphenylphosphine, 1.53 g of 40% toluene solution of diethyl azodicarboxylate was added dropwise at room temperature, and the reaction mixture was stirred for two hours. The reaction mixture was concentrated under reduced pressure. The residue was subjected to silica gel column chromatography and the resultant crystals washed with methanol to give 0.66 g of 6-chloro-... Yields the product ClC1=CC2=C(N=C(O2)C2=CC=NC=C2)C=C1C(F)(F)F (6-chloro-2-(pyridin-4-yl)-5-(trifluoromethyl)benzoxazole). Reactants: Cc1ccccc1, CCC(Oc1ccc(F)c(C(F)(F)F)c1)C(=O)Cl, NCc1ccccc1, c1ccncc1. The product is CCC(Oc1ccc(F)c(C(F)(F)F)c1)C(=O)NCc1ccccc1. RXN SMILES: [CH3:33][c:34]1[cH:35][cH:36][cH:37][cH:38][cH:39]1.[F:15][c:16]1[c:17]([C:29]([F:30])([F:31])[F:32])[cH:18][c:19]([O:20][CH:21]([C:22](=[O:23])[Cl:24])[CH2:25][CH3:26])[cH:27][cH:28]1.[NH2:1][CH2:2][c:3]1[cH:4][cH:5][cH:6][cH:7][cH:8]1.[cH:9]1[cH:10][cH:11][n:12][cH:13][cH:14]1>>[NH:1]([CH2:2][c:3]1[cH:4][cH:5][cH:6][cH:7][cH:8]1)[C:22]([CH:21]([O:20][c:19]1[cH:18][c:17]([C:29]([F:30])([F:31])[F:32])[c:16]([F:15])[cH:28][cH:27]1)[CH2:25][CH3:26])=[O:23]. Starting materials: CC[SiH](CC)CC, COc1ccc2c(Oc3ccc(OCCN4CCCCC4)cc3)c(-c3ccc(C(C)(C)O)s3)ccc2c1, ClCCl, O=C(O)C(F)(F)F. Product: COc1ccc2c(Oc3ccc(OCCN4CCCCC4)cc3)c(-c3ccc(C(C)C)s3)ccc2c1. RXN SMILES: [CH2:38]([SiH:39]([CH2:40][CH3:41])[CH2:42][CH3:43])[CH3:44].[CH3:1][O:2][c:3]1[cH:4][c:5]2[cH:6][cH:7][c:8](-[c:29]3[cH:30][cH:31][c:32]([C:34]([CH3:35])([CH3:36])[OH:37])[s:33]3)[c:9]([O:13][c:14]3[cH:15][cH:16][c:17]([O:20][CH2:21][CH2:22][N:23]4[CH2:24][CH2:25][CH2:26][CH2:27][CH2:28]4)[cH:18][cH:19]3)[c:10]2[cH:11][cH:12]1.[Cl:52][CH2:53][Cl:54].[OH:45][C:46]([C:47]([F:48])([F:49])[F:50])=[O:51]>>[CH3:1][O:2][c:3]1[cH:4][c:5]2[cH:6][cH:7][c:8](-[c:29]3[cH:30][cH:31][c:32]([CH:34]([CH3:35])[CH3:36])[s:33]3)[c:9]([O:13][c:14]3[cH:15][cH:16][c:17]([O:20][CH2:21][CH2:22][N:23]4[CH2:24][CH2:25][CH2:26][CH2:27][CH2:28]4)[cH:18][cH:19]3)[c:10]2[cH:11][cH:12]1. Reactants: FC(S(=O)(=O)OC1=CC(=CC(=C1)Cl)C1=C(N=C(N=N1)N)C1=CC=CC=C1)(F)F (3-(3-amino-5-phenyl-1,2,4-triazin-6-yl)-5-chlorophenyl trifluoromethanesulfonate), C(CCC)[Sn](C=C)(CCCC)CCCC (tri-n-butyl(vinyl) tin). The product is ClC=1C=C(C=C(C1)C=C)C1=C(N=C(N=N1)N)C1=CC=CC=C1 (6-(3-Chloro-5-ethenylphenyl)-5-phenyl-1,2,4-triazin-3-amine). The yield is 11.0%. Reaction SMILES: FC(F)(F)S(O[C:7]1[CH:12]=[C:11]([Cl:13])[CH:10]=[C:9]([C:14]2[N:19]=[N:18][C:17]([NH2:20])=[N:16][C:15]=2[C:21]2[CH:26]=[CH:25][CH:24]=[CH:23][CH:22]=2)[CH:8]=1)(=O)=O.[CH2:29]([Sn](CCCC)(CCCC)C=C)[CH2:30]CC>>[Cl:13][C:11]1[CH:10]=[C:9]([C:14]2[N:19]=[N:18][C:17]([NH2:20])=[N:16][C:15]=2[C:21]2[CH:26]=[CH:25][CH:24]=[CH:23][CH:22]=2)[CH:8]=[C:7]([CH:29]=[CH2:30])[CH:12]=1. Procedure details: 6-(3-Chloro-5-ethenylphenyl)-5-phenyl-1,2,4-triazin-3-amine (54 mg, 11%) was prepared from 3-(3-amino-5-phenyl-1,2,4-triazin-6-yl)-5-chlorophenyl trifluoromethanesulfonate (0.65 g, 1.51 mmol and tri-n-butyl(vinyl) tin (0.57 g, 1.81 mmol) according to the general procedure for Example 4.